Dataset: the Open Reaction Database (ORD), a public repository of structured organic reaction records. Task: describe an organic reaction: reactants, conditions, products, and yield Reactants: NC1=CC=C2C(=N1)C(=CN2)C2CCN(CC2)C (5-amino-3-(1-methylpiperidin-4-yl)pyrrolo[3,2-b]pyridine), N1=C(C=CC=C1)C(=O)Cl (2-pyridinecarbonyl chloride). Yields the product N1=C(C=CC=C1)C(=O)NC1=CC=C2C(=N1)C(=CN2)C2CCN(CC2)C (5-(N-[2-pyridinecarbonyl]amino)-3-(1-methylpiperidin-4-yl)pyrrolo[3,2-b]pyridine). The yield is 22.5%. RXN SMILES: [NH2:1][C:2]1[N:7]=[C:6]2[C:8]([CH:11]3[CH2:16][CH2:15][N:14]([CH3:17])[CH2:13][CH2:12]3)=[CH:9][NH:10][C:5]2=[CH:4][CH:3]=1.[N:18]1[CH:23]=[CH:22][CH:21]=[CH:20][C:19]=1[C:24](Cl)=[O:25]>>[N:18]1[CH:23]=[CH:22][CH:21]=[CH:20][C:19]=1[C:24]([NH:1][C:2]1[N:7]=[C:6]2[C:8]([CH:11]3[CH2:16][CH2:15][N:14]([CH3:17])[CH2:13][CH2:12]3)=[CH:9][NH:10][C:5]2=[CH:4][CH:3]=1)=[O:25]. Procedure: Beginning with 0.30 gm (1.30 mMol) 5-amino-3-(1-methylpiperidin-4-yl)pyrrolo[3,2-b]pyridine and 0.34 gm (1.56 mMol) 2-pyridinecarbonyl chloride, 0.098 gm (26%) of the title compound were prepared as a crystalline solid essentially by the procedure described in Example 4. Reactants: carbinols, S1C(=CC=C1)CC(=O)NC1[C@@H]2N(C(C(=CS2)C=O)C(=O)OC(C2=CC=CC=C2)C2=CC=CC=C2)C1=O (benzhydryl 7-(2-thienylacetamido)-3-formyl-2-cephem-4-carboxylate), Cl (HCl), solution, [Br].C[Mg] (methylmagnesium bromine), O1CCCC1 (tetrahydrofuran), Cl (HCl). Solvent: C(C)OCC (ethyl ether), C(C)(=O)OCC (ethyl acetate). The product is S1C(=CC=C1)CC(=O)NC1[C@@H]2N(C(C(=CS2)C(C)O)C(=O)OC(C2=CC=CC=C2)C2=CC=CC=C2)C1=O (Benzhydryl 7-(2-thienylacetamido)-3-(1-hydroxyethyl)-2-cephem-4-carboxylate). Isolated yield 63.9%. Reaction SMILES: [S:1]1[CH:5]=[CH:4][CH:3]=[C:2]1[CH2:6][C:7]([NH:9][CH:10]1[C:35](=[O:36])[N:12]2[CH:13]([C:19]([O:21][CH:22]([C:29]3[CH:34]=[CH:33][CH:32]=[CH:31][CH:30]=3)[C:23]3[CH:28]=[CH:27][CH:26]=[CH:25][CH:24]=3)=[O:20])[C:14]([CH:17]=[O:18])=[CH:15][S:16][C@H:11]12)=[O:8].O1CCC[CH2:38]1.[Br].C[Mg].Cl>C(OCC)C.C(OCC)(=O)C>[S:1]1[CH:5]=[CH:4][CH:3]=[C:2]1[CH2:6][C:7]([NH:9][CH:10]1[C:35](=[O:36])[N:12]2[CH:13]([C:19]([O:21][CH:22]([C:23]3[CH:24]=[CH:25][CH:26]=[CH:27][CH:28]=3)[C:29]3[CH:34]=[CH:33][CH:32]=[CH:31][CH:30]=3)=[O:20])[C:14]([CH:17]([OH:18])[CH3:38])=[CH:15][S:16][C@H:11]12)=[O:8] |f:2.3,^1:41|. Procedure details: To a cooled (-73°), stirred solution of 5.19 g. of benzhydryl 7-(2-thienylacetamido)-3-formyl-2-cephem-4-carboxylate in 60 ml. of tetrahydrofuran under an argon atmosphere was added 10 ml. of a cold (-10°) 3 molar solution of methylmagnesium bromine in ethyl ether. The reaction mixture was stirred with cooling for 4 minutes after which time 10 ml. of 1N.HCl was added. The solution was then allowed to warm to 0° in an ice bath. The reaction mixture was transferred to separatory funnel with the ai... Reported procedure: The title compound was prepared with (R)-2-amino-2-phenylethanol and 3-(4-isothiocyanato-phenyl)-1-(4-trifluoromethoxy-phenyl)-1H-1,2,4-triazole (Lambert, W.; et al., WO 2011017513) and isolated as an off-white solid (0.285 g, 69%): mp 98-101° C.; 1H NMR (400 MHz, DMSO-d6) δ 9.99 (s, 1H), 9.37 (s, 1H), 8.40 (d, J=7.9 Hz, 1H), 8.07-8.01 (m, 4H), 7.73 (d, J=7.7 Hz, 2H), 7.61 (d, J=8.5 Hz, 2H), 7.38-7.24 (m, 5H), 5.42 (s, 1H), 5.12 (s, 1H), 3.73 (s, 2H); ESIMS m/z 500 ([M+H]+). Isolated yield 69.0%. The product is OC[C@@H](C1=CC=CC=C1)NC(=S)NC1=CC=C(C=C1)C1=NN(C=N1)C1=CC=C(C=C1)OC(F)(F)F ((R)-1-(2-Hydroxy-1-phenylethyl)-3-(4-(1-(4-(trifluoromethoxy)phenyl)-1H-1,2,4-triazol-3-yl)phenyl)thiourea), solid. Reaction SMILES: [NH2:1][C@H:2]([C:5]1[CH:10]=[CH:9][CH:8]=[CH:7][CH:6]=1)[CH2:3][OH:4].[N:11]([C:14]1[CH:19]=[CH:18][C:17]([C:20]2[N:24]=[CH:23][N:22]([C:25]3[CH:30]=[CH:29][C:28]([O:31][C:32]([F:35])([F:34])[F:33])=[CH:27][CH:26]=3)[N:21]=2)=[CH:16][CH:15]=1)=[C:12]=[S:13]>>[OH:4][CH2:3][C@H:2]([NH:1][C:12]([NH:11][C:14]1[CH:15]=[CH:16][C:17]([C:20]2[N:24]=[CH:23][N:22]([C:25]3[CH:30]=[CH:29][C:28]([O:31][C:32]([F:35])([F:33])[F:34])=[CH:27][CH:26]=3)[N:21]=2)=[CH:18][CH:19]=1)=[S:13])[C:5]1[CH:10]=[CH:9][CH:8]=[CH:7][CH:6]=1. Starting materials: N[C@@H](CO)C1=CC=CC=C1 ((R)-2-amino-2-phenylethanol), N(=C=S)C1=CC=C(C=C1)C1=NN(C=N1)C1=CC=C(C=C1)OC(F)(F)F (3-(4-isothiocyanato-phenyl)-1-(4-trifluoromethoxy-phenyl)-1H-1,2,4-triazole). Reactants: C(#N)N1CCC(CC1)N(C(C1=CC=C(C=C1)C1=CN=CO1)=O)C1CC1 (N-(1-cyano-piperidin-4-yl)-N-cyclopropyl-4-oxazol-5-yl-benzamide), ONC(CC)=N (N-hydroxy-propionamidine). Product: C1(CC1)N(C(C1=CC=C(C=C1)C1=CN=CO1)=O)C1CCN(CC1)C1=NC(=NO1)CC (N-Cyclopropyl-N-[1-(3-ethyl-[1,2,4]oxadiazol-5-yl)-piperidin-4-yl]-4-oxazol-5-yl-benzamide). Reaction SMILES: [C:1]([N:3]1[CH2:8][CH2:7][CH:6]([N:9]([CH:23]2[CH2:25][CH2:24]2)[C:10](=[O:22])[C:11]2[CH:16]=[CH:15][C:14]([C:17]3[O:21][CH:20]=[N:19][CH:18]=3)=[CH:13][CH:12]=2)[CH2:5][CH2:4]1)#[N:2].[OH:26][NH:27][C:28](=N)[CH2:29][CH3:30]>>[CH:23]1([N:9]([CH:6]2[CH2:5][CH2:4][N:3]([C:1]3[O:26][N:27]=[C:28]([CH2:29][CH3:30])[N:2]=3)[CH2:8][CH2:7]2)[C:10](=[O:22])[C:11]2[CH:12]=[CH:13][C:14]([C:17]3[O:21][CH:20]=[N:19][CH:18]=3)=[CH:15][CH:16]=2)[CH2:25][CH2:24]1. Reported procedure: The title compound is prepared from N-(1-cyano-piperidin-4-yl)-N-cyclopropyl-4-oxazol-5-yl-benzamide and N-hydroxy-propionamidine following a procedure analogous to that described in Example 1. LC (method 6): tR=1.56 min; Mass spectrum (ESI+): m/z=408 [M+H]+. Isolated yield 46.5%. Conditions: time 2 hour. Run in CN(C)C=O (DMF), CN(C)C=O (DMF), CN(C)C=O (DMF). As a reaction SMILES: [Cl:1][C:2]1[NH:12][C:5]2[CH:6]=[N:7][N:8]([CH3:11])[C:9](=[O:10])[C:4]=2[C:3]=1[Cl:13].[H-].[Na+].[F:16][C:17]1[CH:32]=[CH:31][C:20]([C:21]([C:23]2[CH:30]=[CH:29][C:26]([CH2:27]Br)=[CH:25][CH:24]=2)=[O:22])=[CH:19][CH:18]=1.O>CN(C=O)C>[F:16][C:17]1[CH:18]=[CH:19][C:20]([C:21]([C:23]2[CH:30]=[CH:29][C:26]([CH2:27][N:12]3[C:5]4[CH:6]=[N:7][N:8]([CH3:11])[C:9](=[O:10])[C:4]=4[C:3]([Cl:13])=[C:2]3[Cl:1])=[CH:25][CH:24]=2)=[O:22])=[CH:31][CH:32]=1 |f:1.2|. Reactants: FC1=CC=C(C(=O)C2=CC=C(CBr)C=C2)C=C1 (4-(4-fluorobenzoyl) benzyl bromide), ClC1=C(C2=C(C=NN(C2=O)C)N1)Cl (2,3-dichloro-5-methyl-1H-pyrrolo [2,3-d]pyridazin-4(5H)-one), [H-].[Na+] (sodium hydride), O (water). Yields the product FC1=CC=C(C(=O)C2=CC=C(CN3C(=C(C4=C3C=NN(C4=O)C)Cl)Cl)C=C2)C=C1 (1-[4-(4-Fluorobenzoyl)benzyl]-2,3-dichloro-5-methyl-1H-pyrrolo [2,3-d]pyridazin-4(5H)-one). Procedure details: A solution of 2,3-dichloro-5-methyl-1H-pyrrolo [2,3-d]pyridazin-4(5H)-one (404 mg) in DMF (70 ml) was dripped into a suspension of 60% sodium hydride-oil (96 mg) in DMF (10 ml) on an ice-water bath. The mixture was stirred at room temperature for 2 hours, after which a solution of 4-(4-fluorobenzoyl) benzyl bromide (645 mg) in DMF (15 ml) was added and the mixture was further stirred at room temperature for 16 hours. The reaction was stopped by adding water and the reaction mixture was extracted... The reactants are BrC(Br)(Br)Br, CCCCCC1CCC(CO)CC1, ClCCl, c1ccc(P(c2ccccc2)c2ccccc2)cc1. The product is CCCCCC1CCC(CBr)CC1. Reaction SMILES: [Br:33][C:34]([Br:35])([Br:36])[Br:37].[CH2:1]([CH2:2][CH2:3][CH2:4][CH3:5])[CH:6]1[CH2:7][CH2:8][CH:9]([CH2:12][OH:13])[CH2:10][CH2:11]1.[CH2:38]([Cl:39])[Cl:40].[c:14]1([P:15]([c:16]2[cH:17][cH:18][cH:19][cH:20][cH:21]2)[c:22]2[cH:23][cH:24][cH:25][cH:26][cH:27]2)[cH:28][cH:29][cH:30][cH:31][cH:32]1>>[CH2:1]([CH2:2][CH2:3][CH2:4][CH3:5])[CH:6]1[CH2:7][CH2:8][CH:9]([CH2:12][Br:33])[CH2:10][CH2:11]1. The reactants are C(C(=C)C)(=O)O (methacrylic acid), CC(C)=CCCC(C)CCO (citronellol), C1(=CC=C(C=C1)S(=O)(=O)O)C (p-toluenesulfonic acid). Solvent: C1(=CC=CC=C1)C (toluene). Run at temperature 150 celsius. Product: C(C(=C)C)(=O)OCCC(C)CCC=C(C)C (citronellyl methacrylate). RXN SMILES: [C:1]([OH:6])(=[O:5])[C:2]([CH3:4])=[CH2:3].[CH3:7][C:8](=[CH:10][CH2:11][CH2:12][CH:13]([CH2:15][CH2:16]O)[CH3:14])[CH3:9].C1(C)C=CC(S(O)(=O)=O)=CC=1>C1(C)C=CC=CC=1>[C:1]([O:6][CH2:16][CH2:15][CH:13]([CH2:12][CH2:11][CH:10]=[C:8]([CH3:9])[CH3:7])[CH3:14])(=[O:5])[C:2]([CH3:4])=[CH2:3]. Procedure: 24 g of methacrylic acid, 31 g of citronellol and 1.5 g of p-toluenesulfonic acid in 500 mL of toluene were heated to reflux at a oil temperature of 150° C. for 19 h. Subsequently, the reaction mixture was quenched by the addition of salt saturated sodium bicarbonate solution. The mixed solution was extracted with ether. The organic layers were combined and washed with salt saturated sodium bicarbonate solution, an aqueous solution of sodium hydride, and then salt saturated ammonium chloride sol...